From a dataset of the Open Reaction Database (ORD), a public repository of structured organic reaction records. describe an organic reaction: reactants, conditions, products, and yield Starting materials: CN1CCN(CC1)CC1=CC=C(C(=O)NC2=CC(=CC=C2)NC=2C=C3CC(NC3=CC2)=O)C=C1 (4-(4-methyl-piperazin-1-ylmethyl)-N-[3-(2-oxo-2,3-dihydro-1H-indol-5-ylamino)-phenyl]-benzamide), N1C(=CC=C1)C=O (1H-pyrrole-2-carbaldehyde). Reagents/catalysts: N1CCCCC1 (piperidine). The solvent is C(C)O (ethanol). The product is CN1CCN(CC1)CC1=CC=C(C(=O)NC2=CC(=CC=C2)NC=2C=C3C(C(NC3=CC2)=O)=CC=2NC=CC2)C=C1 (4-(4-methyl-piperazin-1-ylmethyl)-N-{3-[2-oxo-3-(1H-pyrrol-2-ylmethylene)-2,3-dihydro-1H-indol-5-ylamino]-phenyl}-benzamide). RXN SMILES: [CH3:1][N:2]1[CH2:7][CH2:6][N:5]([CH2:8][C:9]2[CH:34]=[CH:33][C:12]([C:13]([NH:15][C:16]3[CH:21]=[CH:20][CH:19]=[C:18]([NH:22][C:23]4[CH:24]=[C:25]5[C:29](=[CH:30][CH:31]=4)[NH:28][C:27](=[O:32])[CH2:26]5)[CH:17]=3)=[O:14])=[CH:11][CH:10]=2)[CH2:4][CH2:3]1.[NH:35]1[CH:39]=[CH:38][CH:37]=[C:36]1[CH:40]=O>C(O)C.N1CCCCC1>[CH3:1][N:2]1[CH2:3][CH2:4][N:5]([CH2:8][C:9]2[CH:10]=[CH:11][C:12]([C:13]([NH:15][C:16]3[CH:21]=[CH:20][CH:19]=[C:18]([NH:22][C:23]4[CH:24]=[C:25]5[C:29](=[CH:30][CH:31]=4)[NH:28][C:27](=[O:32])[C:26]5=[CH:40][C:36]4[NH:35][CH:39]=[CH:38][CH:37]=4)[CH:17]=3)=[O:14])=[CH:33][CH:34]=2)[CH2:6][CH2:7]1. Procedure details: To a solution of 4-(4-methyl-piperazin-1-ylmethyl)-N-[3-(2-oxo-2,3-dihydro-1H-indol-5-ylamino)-phenyl]-benzamide (23 mg, 0.05 mmol) in ethanol (2 ml) is added 1H-pyrrole-2-carbaldehyde (16 mg, 0.17 mmol) and 2 drops of piperidine. The reaction is refluxed for 12 hours and then concentrated. The desired compound after HPLC purification: 1H NMR (DMSO-d6) δ 2.44-2.52 (m, 2H), 2.79 (s, 3H), 2.98-3.10 (m, 2H), 3.18-3.22 (m, 2H), 3.38-3.42 (m, 2H), 3.77 (s, 2H), 6.32-6.36 (m, 1H), 6.61-6.69 (m, 111), ...